describe an organic reaction: reactants, conditions, products, and yield From a dataset of the Open Reaction Database (ORD), a public repository of structured organic reaction records. Reactants: CN(C=1C=CC(=NC1)NC(CC1=C(C=C(C=C1)O)OC)=O)C (N-(5-dimethylaminopyridin-2-yl)-2-(4-hydroxy-2-methoxyphenyl) acetamide), ClC1=NC=NC2=CC(=C(C=C12)OC)OC (4-chloro-6,7-dimethoxyquinazoline), C([O-])([O-])=O.[K+].[K+] (potassium carbonate). Run in CC(=O)N(C)C (DMA). Conditions: temperature 140 celsius. Yields the product CN(C=1C=CC(=NC1)NC(CC1=C(C=C(C=C1)OC1=NC=NC2=CC(=C(C=C12)OC)OC)OC)=O)C (N-(5-dimethylaminopyridin-2-yl)-2-[4-(6,7-dimethoxyquinazolin-4-yloxy)-2-methoxyphenyl ]acetamide). Isolated yield 83.8%. RXN SMILES: [CH3:1][N:2]([CH3:22])[C:3]1[CH:4]=[CH:5][C:6]([NH:9][C:10](=[O:21])[CH2:11][C:12]2[CH:17]=[CH:16][C:15]([OH:18])=[CH:14][C:13]=2[O:19][CH3:20])=[N:7][CH:8]=1.Cl[C:24]1[C:33]2[C:28](=[CH:29][C:30]([O:36][CH3:37])=[C:31]([O:34][CH3:35])[CH:32]=2)[N:27]=[CH:26][N:25]=1.C(=O)([O-])[O-].[K+].[K+]>CC(N(C)C)=O>[CH3:22][N:2]([CH3:1])[C:3]1[CH:4]=[CH:5][C:6]([NH:9][C:10](=[O:21])[CH2:11][C:12]2[CH:17]=[CH:16][C:15]([O:18][C:24]3[C:33]4[C:28](=[CH:29][C:30]([O:36][CH3:37])=[C:31]([O:34][CH3:35])[CH:32]=4)[N:27]=[CH:26][N:25]=3)=[CH:14][C:13]=2[O:19][CH3:20])=[N:7][CH:8]=1 |f:2.3.4|. Procedure details: A mixture of N-(5-dimethylaminopyridin-2-yl)-2-(4-hydroxy-2-methoxyphenyl) acetamide (0.111 g), 4-chloro-6,7-dimethoxyquinazoline (0.075 g), potassium carbonate (0.2 g) and DMA (2 ml) was stirred and heated to 140° C. in a microwave oven for 20 minutes. The reaction mixture was purified by preparative HPLC using a Waters ‘β Basic Hypersil’ reversed-phase column (5 microns silica, 30 mm diameter, 250 mm length) and decreasingly polar mixtures of water (containing 0.2% ammonium carbonate) and acet... The reactants are CC(C)(C)C(=O)Oc1cccc2ccccc12 (substrate), F[B-](F)(F)c1ccoc1.[K+] (effective_coupling_partner). Reagents/catalysts: PCy3. Yields the product c3ccc2c(c1ccoc1)cccc2c3. Reaction conditions: temperature 110 celsius, time 4 hour. Starting materials: CCOC(C)=O, N#CCOc1ccc(Cl)cc1C1OCCO1, O=C(O)C(F)(F)F. Product: N#CCOc1ccc(Cl)cc1C=O. RXN SMILES: [CH3:24][CH2:25][O:26][C:27]([CH3:28])=[O:29].[Cl:1][c:2]1[cH:3][c:4]([CH:12]2[O:13][CH2:16][CH2:15][O:14]2)[c:5]([O:6][CH2:7][C:8]#[N:9])[cH:10][cH:11]1.[OH:17][C:18]([C:19]([F:20])([F:21])[F:22])=[O:23]>>[Cl:1][c:2]1[cH:3][c:4]([CH:12]=[O:13])[c:5]([O:6][CH2:7][C:8]#[N:9])[cH:10][cH:11]1. The reactants are ice water, [N+](=O)(O)[O-] (nitric acid), OC1=C(C=C(C=C1)C(C(C)C)=O)OC (4'-hydroxy-3'-methoxy-2-methyl-propiophenone). Solvent: C(C)(=O)O (acetic acid), C(C)(=O)O (acetic acid), C(Cl)Cl (methylene chloride). Reaction conditions: time 15 minute. Yields the product OC1=C(C=C(C=C1[N+](=O)[O-])C(C(C)C)=O)OC (4'-hydroxy-3'-methoxy-2-methyl-5'-nitropropiophenone). As a reaction SMILES: [OH:1][C:2]1[CH:7]=[CH:6][C:5]([C:8](=[O:12])[CH:9]([CH3:11])[CH3:10])=[CH:4][C:3]=1[O:13][CH3:14].[N+:15]([O-])([OH:17])=[O:16]>C(O)(=O)C.C(Cl)Cl>[OH:1][C:2]1[C:7]([N+:15]([O-:17])=[O:16])=[CH:6][C:5]([C:8](=[O:12])[CH:9]([CH3:10])[CH3:11])=[CH:4][C:3]=1[O:13][CH3:14]. Procedure details: 15.0 g of 4'-hydroxy-3'-methoxy-2-methyl-propiophenone are dissolved in 300 ml of glacial acetic acid and 7.65 ml of 50.5 percent nitric acid (11.2N) in 40 ml of glacial acetic acid are added dropwise thereto while stiring within 15 minutes. After 15 minutes the reaction mixture is poured into ice-water and the separated crystals are filtered under suction, washed with water and dissolved in methylene chloride. The solution is dried over sodium sulfate and evaporated. The crude product obtained ... Reactants: P(=O)([O-])([O-])OC[C@H]([C@H]([C@H](C=O)O)O)O.[Ba+2] (barium D-ribose-5-phosphate), cis-[Pt(NH3)2 (H2O)2 ](NO3)2. The product is P(=O)(O)(O)OC[C@H]([C@H]([C@H](C=O)O)O)O (D-ribose-5-phosphate). The solvent is O (water). RXN SMILES: [P:1]([O:5][CH2:6][C@@H:7]([OH:14])[C@@H:8]([OH:13])[C@@H:9]([OH:12])[CH:10]=[O:11])([O-:4])([O-:3])=[O:2].[Ba+2]>O>[P:1]([O:5][CH2:6][C@@H:7]([OH:14])[C@@H:8]([OH:13])[C@@H:9]([OH:12])[CH:10]=[O:11])([OH:3])([OH:4])=[O:2] |f:0.1|. Run at time 35 day. Procedure: This complex was made by adding 1.0 grams of barium D-ribose-5-phosphate to 4.08 ml of 0.67 M cis-[Pt(NH3)2 (H2O)2 ](NO3)2. The reaction flask was stoppered with a porous plug, and the reaction mixture was stirred for 35 days. After that time, the water-insoluble blue-black product which had formed was isolated and washed by the method described in Example 5, yielding 0.275 grams of the above-identified complex. Yield: 43.7%.